Dataset: the Open Reaction Database (ORD), a public repository of structured organic reaction records. Task: describe an organic reaction: reactants, conditions, products, and yield Reactants: FC1=C(COC(=O)N2[C@@H](CN(CC2)C(=O)OC(C)(C)C)CC)C(=CC=C1O)F ((R)-2-ethyl-piperazine-1,4-dicarboxylic acid 4-tert-butyl ester 1-(2,6-difluoro-3-hydroxy-benzyl) ester), COCCCOS(=O)(=O)C1=CC=C(C=C1)C (toluene-4-sulfonic acid 3-methoxy-propyl ester). Product: FC1=C(COC(=O)N2[C@@H](CN(CC2)C(=O)OC(C)(C)C)CC)C(=CC=C1OCCCOC)F ((R)-2-Ethyl-piperazine-1,4-dicarboxylic acid 4-tert-butyl ester 1-[2,6-difluoro-3-(3-methoxy-propoxy)-benzyl]ester). The yield is 97.0%. Reaction SMILES: [F:1][C:2]1[C:26]([OH:27])=[CH:25][CH:24]=[C:23]([F:28])[C:3]=1[CH2:4][O:5][C:6]([N:8]1[CH2:13][CH2:12][N:11]([C:14]([O:16][C:17]([CH3:20])([CH3:19])[CH3:18])=[O:15])[CH2:10][C@H:9]1[CH2:21][CH3:22])=[O:7].[CH3:29][O:30][CH2:31][CH2:32][CH2:33]OS(C1C=CC(C)=CC=1)(=O)=O>>[F:1][C:2]1[C:26]([O:27][CH2:33][CH2:32][CH2:31][O:30][CH3:29])=[CH:25][CH:24]=[C:23]([F:28])[C:3]=1[CH2:4][O:5][C:6]([N:8]1[CH2:13][CH2:12][N:11]([C:14]([O:16][C:17]([CH3:18])([CH3:19])[CH3:20])=[O:15])[CH2:10][C@H:9]1[CH2:21][CH3:22])=[O:7]. Procedure: This compound was prepared from (R)-2-ethyl-piperazine-1,4-dicarboxylic acid 4-tert-butyl ester 1-(2,6-difluoro-3-hydroxy-benzyl) ester and toluene-4-sulfonic acid 3-methoxy-propyl ester according to the procedure described in Example 207 to give the product as a colorless oil (117 mg; 97%); MS (ISP): 490.4 (M+NH4)+.